This data is from the Open Reaction Database (ORD), a public repository of structured organic reaction records. The task is: describe an organic reaction: reactants, conditions, products, and yield The reactants are C(#N)NC(=N)N (cyanoguanidine), C(C)(C)N(C(C)C)CC (N,N-diisopropylethylamine), [F-].[Cs+] (Cesium fluoride), ClC1=C(C(=C(C=C1)N=C=NC1=C(C(=CC=C1)F)Cl)O[Si](C)(C)C(C)(C)C)S(=O)(=O)N(C)C (N-[4-chloro-2-tert-butyldimethylsilyloxy-3-(N″,N″-dimethylaminosulfonyl)phenyl]-N′-(2-chloro-3-fluorophenyl)carbodiimide), N#CN (cyanamide). Product: ClC1=C(C(=C(C=C1)N(C(=N)NC1=C(C(=CC=C1)F)Cl)C#N)O)S(=O)(=O)N(C)C (N-[4-Chloro-2-hydroxy-3-(N″,N″-dimethylaminosulfonyl)phenyl]-N′-(2-chloro-3-fluorophenyl)cyanoguanidine). Isolated yield 39.0%. Reaction SMILES: [C:1](NC(N)=N)#[N:2].[Cl:7][C:8]1[CH:13]=[CH:12][C:11]([N:14]=[C:15]=[N:16][C:17]2[CH:22]=[CH:21][CH:20]=[C:19]([F:23])[C:18]=2[Cl:24])=[C:10]([O:25][Si](C(C)(C)C)(C)C)[C:9]=1[S:33]([N:36]([CH3:38])[CH3:37])(=[O:35])=[O:34].[N:39]#CN.C(N(CC)C(C)C)(C)C.[F-].[Cs+]>>[Cl:7][C:8]1[CH:13]=[CH:12][C:11]([N:14]([C:1]#[N:2])[C:15]([NH:16][C:17]2[CH:22]=[CH:21][CH:20]=[C:19]([F:23])[C:18]=2[Cl:24])=[NH:39])=[C:10]([OH:25])[C:9]=1[S:33]([N:36]([CH3:37])[CH3:38])(=[O:35])=[O:34] |f:4.5|. Procedure: Following the general procedure for cyanoguanidine formation outlined in example 12, N-[4-chloro-2-tert-butyldimethylsilyloxy-3-(N″,N″-dimethylaminosulfonyl)phenyl]-N′-(2-chloro-3-fluorophenyl)carbodiimide (360 mg, 0.7 mmol), cyanamide (118 mg, 2.8 mmol) and N,N-diisopropylethylamine (109 mg, 0.84 mmol) were reacted, followed by desilylation with Cesium fluoride (128 mg, 0.84 mmol) to form the desired product (120 mg, 39%). LC-MS m/z 446.2 (M+). 1H NMR (DMSO-d6) δ 2.86 (s, 6H), 7.20 (d, 1H), 7.3...